From a dataset of the Open Reaction Database (ORD), a public repository of structured organic reaction records. describe an organic reaction: reactants, conditions, products, and yield Reactants: CCC(=O)CBr, CCO, CO, FC(F)(F)c1cn2c(n1)CNCC2, O=[Pt]=O. The product is CCc1cn2c(n1)CNCC2. Reaction SMILES: [Br:14][CH2:15][C:16](=[O:17])[CH2:18][CH3:19].[CH3:20][CH2:21][OH:22].[CH3:26][OH:27].[F:1][C:2]([c:3]1[n:4][c:5]2[n:6]([cH:11]1)[CH2:7][CH2:8][NH:9][CH2:10]2)([F:12])[F:13].[Pt:23](=[O:24])=[O:25]>>[CH2:2]([c:3]1[n:4][c:5]2[n:6]([cH:11]1)[CH2:7][CH2:8][NH:9][CH2:10]2)[CH3:15].